From a dataset of the Open Reaction Database (ORD), a public repository of structured organic reaction records. describe an organic reaction: reactants, conditions, products, and yield The reactants are C(C1=CC=CC=C1)NC(C1=C(C=C(C=C1)OCCCC)[N+](=O)[O-])=O (N-benzyl-4-butoxy-2-nitrobenzamide), ester, OC1=CC(=C(C(=O)O)C=C1)[N+](=O)[O-] (4-hydroxy-2-nitrobenzoic acid), C(CCC)I (butyl iodide), C([O-])([O-])=O.[K+].[K+] (potassium carbonate), C(C1=CC=CC=C1)N (benzylamine), resultant acid, [OH-].[Na+] (sodium hydroxide). The solvent is C(C)O (ethanol), O (water), CN(C=O)C (N,N-dimethylformamide), C(C)O (ethanol). The product is C(C1=CC=CC=C1)N1NC2=CC(=CC=C2C1=O)OCCCC (1,2-dihydro-2-benzyl-6-butoxy-3H-indazol-3-one). Isolated yield 27.0%. RXN SMILES: [CH2:1]([NH:8][C:9](=[O:24])[C:10]1[CH:15]=[CH:14][C:13]([O:16][CH2:17][CH2:18][CH2:19][CH3:20])=[CH:12][C:11]=1[N+:21]([O-])=O)[C:2]1[CH:7]=[CH:6][CH:5]=[CH:4][CH:3]=1.OC1C=CC(C(O)=O)=C([N+]([O-])=O)C=1.C(I)CCC.C(=O)([O-])[O-].[K+].[K+].[OH-].[Na+].C(N)C1C=CC=CC=1>C(O)C.O.CN(C)C=O>[CH2:1]([N:8]1[C:9](=[O:24])[C:10]2[C:11](=[CH:12][C:13]([O:16][CH2:17][CH2:18][CH2:19][CH3:20])=[CH:14][CH:15]=2)[NH:21]1)[C:2]1[CH:7]=[CH:6][CH:5]=[CH:4][CH:3]=1 |f:3.4.5,6.7|. Reported procedure: Using a similar procedure to that described in Example 34, but starting from N-benzyl-4-butoxy-2-nitrobenzamide [obtained as an oil of satisfactory purity by heating a mixture containing 4-hydroxy-2-nitrobenzoic acid (J.Chem.Soc., 1949, 1502), butyl iodide, potassium carbonate and N,N-dimethylformamide; hydrolysing a solution of the ester in ethanol with aqueous sodium hydroxide and coupling the resultant acid with benzylamine using the conditions described for the preparation of starting materi... The reactants are CN(C)c1c(F)c(F)c(F)c(F)c1C(=O)O, ClCCl, O=C(Cl)C(=O)Cl, CN(C)C=O. The product is CN(C)c1c(F)c(F)c(F)c(F)c1C(=O)Cl. Reaction SMILES: [CH3:1][N:2]([c:3]1[c:4]([C:5](=[O:6])[OH:7])[c:8]([F:15])[c:9]([F:14])[c:10]([F:13])[c:11]1[F:12])[CH3:16].[Cl:17][CH2:18][Cl:19].[Cl:20][C:21]([C:22]([Cl:23])=[O:24])=[O:25].[O:26]=[CH:27][N:28]([CH3:29])[CH3:30]>>[CH3:1][N:2]([c:3]1[c:4]([C:5](=[O:6])[Cl:17])[c:8]([F:15])[c:9]([F:14])[c:10]([F:13])[c:11]1[F:12])[CH3:16]. Reactants: ClC=1N=CNC1Cl (4,5-Dichloroimidazole), [OH-].[K+] (Potassium hydroxide), BrCCC (1-bromopropane), Cl.ClCC1=NC2=CC=CC=C2C=C1 (2-chloromethylquinoline hydrochloride). Run in C(C)#N (acetonitrile), C(C)#N (acetonitrile). Run at time 0.5 hour. Yields the product C(CC)N1CC(=CC2=CC=CC=C12)C.[Br-].ClC=1NC=[NH+]C1Cl (1-propyl-3-methylquinoline 4,5-dichloroimidazolium bromide). Reaction SMILES: [Cl:1][C:2]1[N:3]=[CH:4][NH:5][C:6]=1[Cl:7].[OH-].[K+].[Br:10][CH2:11][CH2:12][CH3:13].Cl.ClC[C:17]1[CH:26]=[CH:25][C:24]2[C:19](=[CH:20][CH:21]=CC=2)N=1>C(#N)C>[CH2:11]([N:5]1[C:6]2[C:24](=[CH:19][CH:20]=[CH:21][CH:2]=2)[CH:25]=[C:26]([CH3:17])[CH2:4]1)[CH2:12][CH3:13].[Br-:10].[Cl:1][C:2]1[NH:3][CH:4]=[NH+:5][C:6]=1[Cl:7] |f:1.2,4.5,7.8.9|. Procedure details: 4,5-Dichloroimidazole (1.23 g, 9 mmol) will be dissolved into acetonitrile. Potassium hydroxide (0.61 g, 9.9 mmol) will be added and the mixture will be allowed to stir for 0.5 h. 1-bromopropane (9 mmol) will be added and the solution will be allowed to reflux overnight. The solution will be filtered hot to remove a white precipitate (presumed to be KBr). 2-chloromethylquinoline hydrochloride (9 mmol) will be dissolved into acetonitrile along with an equivalent of base. This mixture will be adde... Starting materials: [Br-], BrCCc1ccccc1, C[Mg+], CCOCC, Cl, c1ccc(C2=NCCc3ccccc32)cc1. Product: Cl, CC1(c2ccccc2)c2ccccc2CCN1CCc1ccccc1. As a reaction SMILES: [Br-:26].[CH2:17]([CH2:18][c:19]1[cH:20][cH:21][cH:22][cH:23][cH:24]1)[Br:25].[CH3:27][Mg+:28].[CH3:30][CH2:31][O:32][CH2:33][CH3:34].[ClH:29].[c:1]1([C:7]2=[N:8][CH2:9][CH2:10][c:11]3[cH:12][cH:13][cH:14][cH:15][c:16]32)[cH:2][cH:3][cH:4][cH:5][cH:6]1>>[ClH:29].[c:1]1([C:7]2([CH3:27])[N:8]([CH2:17][CH2:18][c:19]3[cH:20][cH:21][cH:22][cH:23][cH:24]3)[CH2:9][CH2:10][c:11]3[cH:12][cH:13][cH:14][cH:15][c:16]32)[cH:2][cH:3][cH:4][cH:5][cH:6]1. Reactants: N1=C(NC2=C1C=CC=C2)NC(=S)N2C=NC=C2 (1-[(2-benzimidazolyl)thiocarbamoyl]imidazole), ClC1=C(C=CC=C1)CCN (2-(2-chlorophenyl)ethylamine), C(C)(=O)OCC (ethyl acetate). Run in CN(C=O)C (N,N- dimethylformamide). Yields the product ClC1=C(C=CC=C1)CCNC(=S)NC=1NC2=C(N1)C=CC=C2 (N-[2-(2-chlorophenyl)ethyl]-N'-(2-benzimidazolyl)thiourea). The yield is 40.5%. As a reaction SMILES: [N:1]1[C:5]2[CH:6]=[CH:7][CH:8]=[CH:9][C:4]=2[NH:3][C:2]=1[NH:10][C:11]([N:13]1[CH:17]=[CH:16]N=C1)=[S:12].[Cl:18][C:19]1[CH:24]=[CH:23][CH:22]=[CH:21][C:20]=1CCN.C(OCC)(=O)C>CN(C)C=O>[Cl:18][C:19]1[CH:24]=[CH:23][CH:22]=[CH:21][C:20]=1[CH2:16][CH2:17][NH:13][C:11]([NH:10][C:2]1[NH:1][C:5]2[CH:6]=[CH:7][CH:8]=[CH:9][C:4]=2[N:3]=1)=[S:12]. Procedure: A solution of 1-[(2-benzimidazolyl)thiocarbamoyl]imidazole (1.22 g, 5.0 mmol) and 2-(2-chlorophenyl)ethylamine (0.81 g, 5.0 mmol) in N,N- dimethylformamide (20 mL) was stirred at 90° C. for 2 h. The reaction was cooled to room temperature, poured into ethyl acetate, washed with water, 1N aqueous HCl, water, saturated sodium bicarbonate, and brine. The organic layer was concentrated and the resultant solid was crystallized from EtOAc to provide 0.67 g (40%) of the titled product as a white solid: